Task: describe an organic reaction: reactants, conditions, products, and yield. Dataset: the Open Reaction Database (ORD), a public repository of structured organic reaction records The reactants are [C]=O (carbon monoxide), ClC1=C(C=CC=C1)C(F)(F)F (ortho-chlorobenzotrifluoride), C([O-])([O-])=O.[Na+].[Na+] (sodium carbonate), C(C)(C)C1=CC=C(C=C1)O (paraisopropylphenol), C1(=CC=CC=C1)P(CCCCP(C1=CC=CC=C1)C1=CC=CC=C1)C1=CC=CC=C1 (1,4-bisdiphenylphosphinobutane), [C]=O (carbon monoxide). The reagents and catalysts are [Pd](Cl)Cl (palladium chloride). Reaction conditions: time 4 hour. Product: FC(C1=C(C(=O)OC2=CC=C(C=C2)C(C)C)C=CC=C1)(F)F (4-isopropylphenyl 2-trifluoromethylbenzoate). RXN SMILES: Cl[C:2]1[CH:7]=[CH:6][CH:5]=[CH:4][C:3]=1[C:8]([F:11])([F:10])[F:9].[CH:12]([C:15]1[CH:20]=[CH:19][C:18]([OH:21])=[CH:17][CH:16]=1)([CH3:14])[CH3:13].C1(P(C2C=CC=CC=2)CCCCP(C2C=CC=CC=2)C2C=CC=CC=2)C=CC=CC=1.[C:52](=O)([O-])[O-:53].[Na+].[Na+].[C]=O>[Pd](Cl)Cl>[F:9][C:8]([F:11])([F:10])[C:3]1[CH:4]=[CH:5][CH:6]=[CH:7][C:2]=1[C:52]([O:21][C:18]1[CH:19]=[CH:20][C:15]([CH:12]([CH3:14])[CH3:13])=[CH:16][CH:17]=1)=[O:53] |f:3.4.5,^3:57|. Procedure: In an autoclave made of a metal were placed 45.13 g of ortho-chlorobenzotrifluoride, 6.8 g of paraisopropylphenol, 88.5 mg of palladium chloride, 213 mg of 1,4-bisdiphenylphosphinobutane and 5.3 g of sodium carbonate. The air in the autoclave was replaced with carbon monoxide introduced thereinto in several times, after which carbon monoxide was further introduced to adjust its pressure therein to 30 kg/cm2. The internal temperature was adjusted to 190° C. on a salt bath and the reaction was car... Starting materials: Cc1ccc(CN)cc1C, Cc1ccccc1, CCN(C(C)C)C(C)C, O=C(Cl)Cl, Cc1cc2c(N)cccc2cn1. The product is Cc1cc2c(NC(=O)NCc3ccc(C)c(C)c3)cccc2cn1. Reaction SMILES: [CH3:1][c:2]1[cH:3][c:4]([CH2:5][NH2:6])[cH:7][cH:8][c:9]1[CH3:10].[CH3:36][c:37]1[cH:38][cH:39][cH:40][cH:41][cH:42]1.[CH:15]([N:16]([CH2:17][CH3:18])[CH:19]([CH3:20])[CH3:21])([CH3:22])[CH3:23].[Cl:11][C:12]([Cl:13])=[O:14].[NH2:24][c:25]1[c:26]2[cH:27][c:28]([CH3:35])[n:29][cH:30][c:31]2[cH:32][cH:33][cH:34]1>>[CH3:1][c:2]1[cH:3][c:4]([CH2:5][NH:6][C:12](=[O:14])[NH:24][c:25]2[c:26]3[cH:27][c:28]([CH3:35])[n:29][cH:30][c:31]3[cH:32][cH:33][cH:34]2)[cH:7][cH:8][c:9]1[CH3:10]. Reactants: B, CC(=O)O, [Na], C1COCCO1, NC(=O)C1c2ccccc2Oc2ccccc21. Product: NCC1c2ccccc2Oc2ccccc21. Reaction SMILES: [BH3:1].[CH3:20][C:21](=[O:22])[OH:23].[Na:2].[O:24]1[CH2:25][CH2:26][O:27][CH2:28][CH2:29]1.[cH:3]1[cH:4][cH:5][cH:6][c:7]2[c:16]1[CH:15]([C:17](=[O:18])[NH2:19])[c:14]1[c:9]([cH:10][cH:11][cH:12][cH:13]1)[O:8]2>>[cH:3]1[cH:4][cH:5][cH:6][c:7]2[c:16]1[CH:15]([CH2:17][NH2:19])[c:14]1[c:9]([cH:10][cH:11][cH:12][cH:13]1)[O:8]2. Solvent: C(C)(=O)O (acetic acid), C(C)(=O)O (acetic acid). Starting materials: BrBr (bromine), BrBr (bromine), C(C)OC1=C(C(=O)OCC)C=C(C=C1)OCC (ethyl 2,5-diethoxybenzoate). Yield: 31.9%. RXN SMILES: [Br:1]Br.[CH2:3]([O:5][C:6]1[CH:16]=[CH:15][C:14]([O:17][CH2:18][CH3:19])=[CH:13][C:7]=1[C:8]([O:10][CH2:11][CH3:12])=[O:9])[CH3:4]>C(O)(=O)C>[Br:1][C:15]1[C:14]([O:17][CH2:18][CH3:19])=[CH:13][C:7]([C:8]([O:10][CH2:11][CH3:12])=[O:9])=[C:6]([O:5][CH2:3][CH3:4])[CH:16]=1. The product is BrC1=CC(=C(C(=O)OCC)C=C1OCC)OCC (ethyl 4-bromo-2,5-diethoxybenzoate). Conditions: time 1 hour. Procedure details: A solution of bromine (0.338 mL, 6.60 mmol) in acetic acid (6 mL) was added dropwise to a mixture of ethyl 2,5-diethoxybenzoate (1.36 mL, 6.02 mmol) and acetic acid (24 mL) cooled in a water bath. After stirring 1 h, more bromine (0.102 mL, 1.99 mmol) was added dropwise to the reaction mixture. After stirring an additional 4 h, the reaction mixture was concentrated under reduced pressure and the residue was purified by flash column chromatography (eluting with 10% diethyl ether in hexanes) to gi... The reactants are C#Cc1cn(C2OC(COC(C)=O)C(OC(C)=O)C2OC(C)=O)c(=O)[nH]c1=O, c1ccncc1, c1nc[nH]n1. The product is C#Cc1cn(C2OC(COC(C)=O)C(OC(C)=O)C2OC(C)=O)c(=O)nc1-n1cncn1. Reaction SMILES: [C:1](#[CH:2])[c:3]1[c:4](=[O:28])[nH:5][c:6](=[O:27])[n:7]([CH:9]2[CH:10]([O:11][C:12]([CH3:13])=[O:14])[CH:15]([O:16][C:17]([CH3:18])=[O:19])[CH:20]([CH2:22][O:23][C:24]([CH3:25])=[O:26])[O:21]2)[cH:8]1.[cH:34]1[cH:35][cH:36][n:37][cH:38][cH:39]1.[nH:29]1[n:30][cH:31][n:32][cH:33]1>>[C:1](#[CH:2])[c:3]1[c:4](-[n:29]2[n:30][cH:31][n:32][cH:33]2)[n:5][c:6](=[O:27])[n:7]([CH:9]2[CH:10]([O:11][C:12]([CH3:13])=[O:14])[CH:15]([O:16][C:17]([CH3:18])=[O:19])[CH:20]([CH2:22][O:23][C:24]([CH3:25])=[O:26])[O:21]2)[cH:8]1. Reactants: C(C)(C)(C)OC(=O)N1CCC(CC1)C(C(C(OC)=O)C)=O (1-(tert-butoxycarbonyl)-4-(1,3-dioxo-3-methoxy-2-methyl-prop-1-yl)piperidine), NN (hydrazine). Solvent: C1(=CC=CC=C1)C (toluene). The product is C(C)(C)(C)OC(=O)N1CCC(CC1)C1=C(C(NN1)=O)C (1-tert-Butoxycarbonyl-4-(4-methyl-(1H)-pyrazol-3-one-5-yl)piperidine). RXN SMILES: [C:1]([O:5][C:6]([N:8]1[CH2:13][CH2:12][CH:11]([C:14](=O)[CH:15]([CH3:20])[C:16](=O)[O:17]C)[CH2:10][CH2:9]1)=[O:7])([CH3:4])([CH3:3])[CH3:2].[NH2:22][NH2:23]>C1(C)C=CC=CC=1>[C:1]([O:5][C:6]([N:8]1[CH2:13][CH2:12][CH:11]([C:14]2[NH:23][NH:22][C:16](=[O:17])[C:15]=2[CH3:20])[CH2:10][CH2:9]1)=[O:7])([CH3:4])([CH3:3])[CH3:2]. Procedure: A solution of 419 mg (1.4 mmol) of 1-(tert-butoxycarbonyl)-4-(1,3-dioxo-3-methoxy-2-methyl-prop-1-yl)piperidine (from Step B) and 0.26 mL (8.4 mmol) of hydrazine in 5 mL of toluene was refluxed for 50 minutes. The reaction was cooled to rt and placed in the freezer overnight. After decanting the solvent, the white solid was triturated with Et2O to provide the title compound, which was used without further purification. 1H-NMR (500 MHz) δ 1.49 (s, 9H), 1.55–1.63 (m, 2H), 1.77–1.79 (m, 2H), 1.90 (... Starting materials: ClC1=CC=C(C=C1)OC (4-chloroanisole), CC(C)(C)[O-].[Na+] (NaOtBu), N1CCCCC1 (piperidine), (Me3C)2PH(O). The reagents and catalysts are C=1C=CC(=CC1)/C=C/C(=O)/C=C/C2=CC=CC=C2.C=1C=CC(=CC1)/C=C/C(=O)/C=C/C2=CC=CC=C2.C=1C=CC(=CC1)/C=C/C(=O)/C=C/C2=CC=CC=C2.[Pd].[Pd] (Pd2(dba)3). The solvent is C1(=CC=CC=C1)C (toluene). Run at time 12 hour. Yields the product COC1=CC=C(C=C1)N1CCCCC1 (N-(4-methoxyphenyl)piperidine). Isolated yield 66.9%. RXN SMILES: Cl[C:2]1[CH:7]=[CH:6][C:5]([O:8][CH3:9])=[CH:4][CH:3]=1.[NH:10]1[CH2:15][CH2:14][CH2:13][CH2:12][CH2:11]1.CC([O-])(C)C.[Na+]>C1(C)C=CC=CC=1.C1C=CC(/C=C/C(/C=C/C2C=CC=CC=2)=O)=CC=1.C1C=CC(/C=C/C(/C=C/C2C=CC=CC=2)=O)=CC=1.C1C=CC(/C=C/C(/C=C/C2C=CC=CC=2)=O)=CC=1.[Pd].[Pd]>[CH3:9][O:8][C:5]1[CH:6]=[CH:7][C:2]([N:10]2[CH2:15][CH2:14][CH2:13][CH2:12][CH2:11]2)=[CH:3][CH:4]=1 |f:2.3,5.6.7.8.9|. Reported procedure: The general procedure from Example 1 was followed using 4-chloroanisole (171 mg, 1.2 mmol) and piperidine (100 μl, 1.0 mmol) with Pd2(dba)3 (20 mg, 0.0218 mmol) and (Me3C)2PH(O) (14.5 mg, 0.0878 mmol) and NaOtBu (144 mg, 1.5 mmol) in 4.0 mL of toluene. After 12 h, the reaction mixture was chromatographed with 5% ethyl acetate/hexane to give 128 mg (67% yield) of N-(4-methoxyphenyl)piperidine. It was >95% pure by 1H NMR and GC/MS. 1H NMR (500 MHz, CDCl3): δ 6.81 (d, J=9.11 Hz, 2H), 6.72 (d, J=9.1...